Dataset: the Open Reaction Database (ORD), a public repository of structured organic reaction records. Task: describe an organic reaction: reactants, conditions, products, and yield Starting materials: C(C1=CC=CC=C1)OC1=CC(=C(C=C1OC)C(C)=O)[N+](=O)[O-] (1-(4-(benzyloxy)-5-methoxy-2-nitrophenyl)ethanone), C(=O)[O-].[NH4+] (ammonium formate), CCOC(=O)C (EtOAc). Reagents/catalysts: [Fe] (iron). The solvent is C1(=CC=CC=C1)C (toluene), O (water). Run at time 2 day. Product: NC1=C(C=C(C(=C1)OCC1=CC=CC=C1)OC)C(C)=O (1-(2-Amino-4-(benzyloxy)-5-methoxyphenyl)ethanone). Isolated yield 86.0%. RXN SMILES: [CH2:1]([O:8][C:9]1[C:14]([O:15][CH3:16])=[CH:13][C:12]([C:17](=[O:19])[CH3:18])=[C:11]([N+:20]([O-])=O)[CH:10]=1)[C:2]1[CH:7]=[CH:6][CH:5]=[CH:4][CH:3]=1.C([O-])=O.[NH4+].CCOC(C)=O>C1(C)C=CC=CC=1.O.[Fe]>[NH2:20][C:11]1[CH:10]=[C:9]([O:8][CH2:1][C:2]2[CH:7]=[CH:6][CH:5]=[CH:4][CH:3]=2)[C:14]([O:15][CH3:16])=[CH:13][C:12]=1[C:17](=[O:19])[CH3:18] |f:1.2|. Reported procedure: A mixture of 1-(4-(benzyloxy)-5-methoxy-2-nitrophenyl)ethanone (3.6 g, 12 mmol), iron powder (4.5 g) and ammonium formate (5.5 g) in toluene (50 mL) and water (50 mL) was heated at reflux temp. for 2 days with stirring. To this mixture was added EtOAc (100 mL), stirred for 20 minutes, the solid was filtered through a celite bed and washed with EtOAc (150 mL). The EtOAc layer was separated from the filtrate solution, washed with water (2×100 mL), dried over MgSO4 and concentrated in vacuo to affo... Reactants: FC=1C=C(C=NC1)C1=CC(=NC(=N1)SC)N1[C@H](COCC1)C ((S)-4-(6-(5-fluoropyridin-3-yl)-2-(methylthio)pyrimidin-4-yl)-3-methylmorpholine), FCCNC(=O)NC1=CC=C(C=C1)B1OC(C(O1)(C)C)(C)C (1-(2-fluoroethyl)-3-(4-(4,4,5,5-tetramethyl-1,3,2-dioxaborolan-2-yl)phenyl)urea), FCCNC(=O)NC1=CC=C(C=C1)B1OC(C(O1)(C)C)(C)C (1-(2-fluoroethyl)-3-(4-(4,4,5,5-tetramethyl-1,3,2-dioxaborolan-2-yl)phenyl)urea), ClC1=NC(=NC(=C1)C1=C(C=CC(=C1)F)S(=O)(=O)C)N1[C@H](COCC1)C ((S)-4-(4-chloro-6-(5-fluoro-2-(methylsulfonyl)phenyl)pyrimidin-2-yl)-3-methylmorpholine), ClC1=NC(=NC(=C1)C1=C(C=CC(=C1)F)S(=O)(=O)C)N1[C@H](COCC1)C ((S)-4-(4-chloro-6-(5-fluoro-2-(methylsulfonyl)phenyl)pyrimidin-2-yl)-3-methylmorpholine). Yields the product FC=1C=CC(=C(C1)C1=CC(=NC(=N1)N1[C@H](COCC1)C)C1=CC=C(C=C1)NC(=O)NCCF)S(=O)(=O)C ((S)-1-(4-(6-(5-fluoro-2-(methylsulfonyl)phenyl)-2-(3-methylmorpholino)pyrimidin-4-yl)phenyl)-3-(2-fluoroethyl)urea). The yield is 22.0%. Reaction SMILES: FC1C=C(C2N=C(SC)N=C(N3CCOC[C@@H]3C)C=2)C=NC=1.Cl[C:24]1[CH:29]=[C:28]([C:30]2[CH:35]=[C:34]([F:36])[CH:33]=[CH:32][C:31]=2[S:37]([CH3:40])(=[O:39])=[O:38])[N:27]=[C:26]([N:41]2[CH2:46][CH2:45][O:44][CH2:43][C@@H:42]2[CH3:47])[N:25]=1.[F:48][CH2:49][CH2:50][NH:51][C:52]([NH:54][C:55]1[CH:60]=[CH:59][C:58](B2OC(C)(C)C(C)(C)O2)=[CH:57][CH:56]=1)=[O:53]>>[F:36][C:34]1[CH:33]=[CH:32][C:31]([S:37]([CH3:40])(=[O:39])=[O:38])=[C:30]([C:28]2[N:27]=[C:26]([N:41]3[CH2:46][CH2:45][O:44][CH2:43][C@@H:42]3[CH3:47])[N:25]=[C:24]([C:58]3[CH:57]=[CH:56][C:55]([NH:54][C:52]([NH:51][CH2:50][CH2:49][F:48])=[O:53])=[CH:60][CH:59]=3)[CH:29]=2)[CH:35]=1. Reported procedure: Method as described for intermediate 5 using (S)-4-(4-chloro-6-(5-fluoro-2-(methylsulfonyl)phenyl)pyrimidin-2-yl)-3-methylmorpholine (intermediate 16) and 1-(2-fluoroethyl)-3-(4-(4,4,5,5-tetramethyl-1,3,2-dioxaborolan-2-yl)phenyl)urea (intermediate 19). Material was purified by prep HPLC (low pH) to afford a brown solid. Further purification was achieved using an SCX-2 cartridge to afford a brown solid (50 mg, 22%). Starting materials: C(C1=CC=CC=C1)N1CC(CCC1)(O)C1=CC(=C(C=C1)OC)OC (N-benzyl-3-(3,4-dimethoxyphenyl)-3-hydroxy-piperidine), [H][H] (hydrogen), [H][H] (hydrogen). Run in C(C)O (ethanol). Reaction conditions: temperature 100 celsius, time 32 hour. The product is COC=1C=C(C=CC1OC)C1(CNCCC1)O (3-(3,4-dimethoxyphenyl)-3-hydroxy-piperidine). Yield: 74.6%. RXN SMILES: C([N:8]1[CH2:13][CH2:12][CH2:11][C:10]([C:15]2[CH:20]=[CH:19][C:18]([O:21][CH3:22])=[C:17]([O:23][CH3:24])[CH:16]=2)([OH:14])[CH2:9]1)C1C=CC=CC=1.[H][H]>C(O)C>[CH3:24][O:23][C:17]1[CH:16]=[C:15]([C:10]2([OH:14])[CH2:11][CH2:12][CH2:13][NH:8][CH2:9]2)[CH:20]=[CH:19][C:18]=1[O:21][CH3:22]. Reported procedure: A mixture of 5 g of 10% palladized carbon and a solution of 9.8 g of N-benzyl-3-(3,4-dimethoxyphenyl)-3-hydroxy-piperidine [described in French patent No. 2,310,761] in 100 ml of ethanol was placed in an autoclave and hydrogen was introduced to obtain a pressure of 50 kg/cm2. The autoclave was sealed and was heated at 100° C. and the hydrogen pressure stabilized at 65 kg/cm2. The mixture was stirred at 100° C. for 32 hours and was then cooled and filtered. The filtrate was evaporated to dryness ...